From a dataset of the Open Reaction Database (ORD), a public repository of structured organic reaction records. describe an organic reaction: reactants, conditions, products, and yield The reactants are COC1=C(C=CC(=C1)N)C=1N=C2C(=CNNC2=O)N1 (2-(2-methoxy-4-amino-phenyl)-5H-imidazo[4,5-d]pyridazin-4-one), N(=O)[O-].[Na+] (sodium nitrite), Cl (hydrochloric acid). The solvent is O (water). Reaction conditions: time 40 minute. The product is COC1=C(C=CC(=C1)Cl)C=1N=C2C(=CNNC2=O)N1 (2-(2-Methoxy-4-chloro-phenyl)-5H-imidazo[4,5-d]pyridazin-4-one). As a reaction SMILES: [CH3:1][O:2][C:3]1[CH:8]=[C:7](N)[CH:6]=[CH:5][C:4]=1[C:10]1[N:11]=[C:12]2[C:17](=[O:18])[NH:16][NH:15][CH:14]=[C:13]2[N:19]=1.N([O-])=O.[Na+].[ClH:24]>O>[CH3:1][O:2][C:3]1[CH:8]=[C:7]([Cl:24])[CH:6]=[CH:5][C:4]=1[C:10]1[N:11]=[C:12]2[C:17](=[O:18])[NH:16][NH:15][CH:14]=[C:13]2[N:19]=1 |f:1.2|. Procedure: An amount of 1.05 gm of 2-(2-methoxy-4-amino-phenyl)-5H-imidazo[4,5-d]pyridazin-4-one is suspended in 20 ml of 6N hydrochloric acid. The suspension is cooled to 0° to -3° C., and 0.28 gm of sodium nitrite, dissolved in 2 ml of water, are added dropwise thereto. The mixture is stirred for a further 40 minutes and then heated to 80°-85° C. for one hour. The product precipitated on cooling is purified by chromatography on silica gel [eluant: first methylene chloride/ethanol (100:0 to 100:20, then 1... Starting materials: C[C@@H]1NC(O[C@@H]1CCCCCCCCCCCCCCC)=O ((4S,5R)-4-Methyl-5-(n-pentadecyl)-1,3-oxazolidinone), [H-].[H-].[H-].[H-].[Li+].[Al+3] (LiAlH4), [H-].[H-].[H-].[H-].[Li+].[Al+3] (LiAlH4). The solvent is C1CCOC1 (THF). Run at time 8 hour. The product is CN[C@@H](C)[C@@H](CCCCCCCCCCCCCCC)O ((2S,3R)-2-(N-Methylamino)-3-octadecanol). The yield is 22.5%. Reaction SMILES: [CH3:1][C@H:2]1[C@@H:6]([CH2:7][CH2:8][CH2:9][CH2:10][CH2:11][CH2:12][CH2:13][CH2:14][CH2:15][CH2:16][CH2:17][CH2:18][CH2:19][CH2:20][CH3:21])[O:5][C:4](=O)[NH:3]1.[H-].[H-].[H-].[H-].[Li+].[Al+3]>C1COCC1>[CH3:4][NH:3][C@H:2]([C@H:6]([OH:5])[CH2:7][CH2:8][CH2:9][CH2:10][CH2:11][CH2:12][CH2:13][CH2:14][CH2:15][CH2:16][CH2:17][CH2:18][CH2:19][CH2:20][CH3:21])[CH3:1] |f:1.2.3.4.5.6|. Procedure details: To a cold (0° C.) solution of 107 (160 mg, 0.52 mmol) in THF(20 mL), LiAlH4 (1M in THF, 1.04 mL, 1.04 mmol), was added dropwise. The mixture was stirred overnight at room temperature. A further portion of LiAlH4 (1.04 mL, 1.04 mmol) was added and the reaction left for 2 more days. The reaction was quenched with H2O containing a few drops of NH4OH (20 mL) and extracted with EtOAc (3×20 mL). The combined extracts were successively washed with. H2O (30 mL) and brine (30 mL), dried over Na2SO4 and c... Starting materials: C1(CCCC1)N1N=C(C(=C1N)C(=O)N)CC (1-cyclopentyl-3-ethyl-5-amino-1H-pyrazole-4-carboxamide), Cl (HCl), [Na] (Sodium), S1C(=CC=C1)CC(=O)OCC (ethyl 2-thienylacetate). The solvent is O (Water), C(C)O (ethanol), C(C)O (ethanol). Product: C1(CCCC1)N1NC(=C2C1=NC(=NC2=O)CC=2SC=CC2)CC (1-cyclopentyl-3-ethyl-6-(2-thienylmethyl)pyrazolo[3,4-d]pyrimidin-4-one). The yield is 40.3%. As a reaction SMILES: [Na].[CH:2]1([N:7]2[C:11]([NH2:12])=[C:10]([C:13]([NH2:15])=[O:14])[C:9]([CH2:16][CH3:17])=[N:8]2)[CH2:6][CH2:5][CH2:4][CH2:3]1.[S:18]1[CH:22]=[CH:21][CH:20]=[C:19]1[CH2:23][C:24](OCC)=O.Cl>C(O)C.O>[CH:2]1([N:7]2[C:11]3=[N:12][C:24]([CH2:23][C:19]4[S:18][CH:22]=[CH:21][CH:20]=4)=[N:15][C:13](=[O:14])[C:10]3=[C:9]([CH2:16][CH3:17])[NH:8]2)[CH2:3][CH2:4][CH2:5][CH2:6]1 |^1:0|. Reported procedure: Sodium (414 mg) was dissolved in ethanol (45 ml) and then 1-cyclopentyl-3-ethyl-5-amino-1H-pyrazole-4-carboxamide (2 g, 9 mmol), followed by ethyl 2-thienylacetate (3.1 g, 18 mmol) were added. The reaction mixture was refluxed overnight, cooled to room temperature and the ethanol was stripped. Water, followed by 2N HCl were added to the residue and the product was collected by filtration, and washed with water. The product was recrystallized from ethyl acetate and dried at 90° C. and 0.2 mm Hg t... Reactants: O=C1NC2=C(N1CCCC(=O)OCC)C=CC=C2 (ethyl 2,3-dihydro-2-oxo-1H-benzimidazol-1-butanoate), [OH-].[Na+] (sodium hydroxide). Run in CO (methanol). The product is O=C1NC2=C(N1CCCC(=O)O)C=CC=C2 (2,3-dihydro-2-oxo-1H-benzimidazol-1-butanoic acid). Isolated yield 92.8%. As a reaction SMILES: [O:1]=[C:2]1[N:6]([CH2:7][CH2:8][CH2:9][C:10]([O:12]CC)=[O:11])[C:5]2[CH:15]=[CH:16][CH:17]=[CH:18][C:4]=2[NH:3]1.[OH-].[Na+]>CO>[O:1]=[C:2]1[N:6]([CH2:7][CH2:8][CH2:9][C:10]([OH:12])=[O:11])[C:5]2[CH:15]=[CH:16][CH:17]=[CH:18][C:4]=2[NH:3]1 |f:1.2|. Procedure: A solution of 22 g of the product of Step B, 22 ml of sodium hydroxide solution and 200 ml of methanol was refluxed for one hour and the methanol was evaporated. The residue was taken up in 1.5 liters of iced water and the pH was adjusted to 1 by addition of concentrated hydrochloric acid. The mixture was vacuum filtered and the product was washed with water to obtain 18.1 g of 2,3-dihydro-2-oxo-1H-benzimidazol-1-butanoic acid melting at 180° C. The product was crystallized from isopropanol to o... Starting materials: CC(C)(C)OC(=O)NCCC(=O)O, CCN=C=NCCCN(C)C, Cl, Nc1ccc(I)cc1, CN(C)C=O, On1nnc2cccnc21. The product is CC(C)(C)OC(=O)NCCC(=O)Nc1ccc(I)cc1. As a reaction SMILES: [C:9]([CH3:10])([CH3:11])([CH3:12])[O:13][C:14](=[O:15])[NH:16][CH2:17][CH2:18][C:19](=[O:20])[OH:21].[CH3:23][N:24]([CH3:25])[CH2:26][CH2:27][CH2:28][N:29]=[C:30]=[N:31][CH2:32][CH3:33].[ClH:22].[I:1][c:2]1[cH:3][cH:4][c:5]([NH2:6])[cH:7][cH:8]1.[O:44]=[CH:45][N:46]([CH3:47])[CH3:48].[OH:34][n:35]1[c:36]2[n:37][cH:38][cH:39][cH:40][c:41]2[n:42][n:43]1>>[I:1][c:2]1[cH:3][cH:4][c:5]([NH:6][C:19]([CH2:18][CH2:17][NH:16][C:14]([O:13][C:9]([CH3:10])([CH3:11])[CH3:12])=[O:15])=[O:20])[cH:7][cH:8]1.